This data is from the Open Reaction Database (ORD), a public repository of structured organic reaction records. The task is: describe an organic reaction: reactants, conditions, products, and yield Reactants: [Al+3], Cc1nc2c(C3CC3C=NO)cccn2n1, [H-], [H-], [H-], [H-], [Li+], [Na+], [Na+], C1CCOC1, O, O, O, O, O, O, O, O, O, O, O=S(=O)([O-])[O-]. Yields the product Cc1nc2c(C3CC3CN)cccn2n1. RXN SMILES: [Al+3:2].[CH3:7][c:8]1[n:9][n:10]2[c:11]([c:12]([CH:16]3[CH:17]([CH:19]=[N:20][OH:21])[CH2:18]3)[cH:13][cH:14][cH:15]2)[n:22]1.[H-:1].[H-:4].[H-:5].[H-:6].[Li+:3].[Na+:38].[Na+:39].[O:40]1[CH2:41][CH2:42][CH2:43][CH2:44]1.[OH2:23].[OH2:24].[OH2:25].[OH2:26].[OH2:27].[OH2:28].[OH2:29].[OH2:30].[OH2:31].[OH2:32].[S:33]([O-:34])([O-:35])(=[O:36])=[O:37]>>[CH3:7][c:8]1[n:9][n:10]2[c:11]([c:12]([CH:16]3[CH:17]([CH2:19][NH2:20])[CH2:18]3)[cH:13][cH:14][cH:15]2)[n:22]1.